This data is from the Open Reaction Database (ORD), a public repository of structured organic reaction records. The task is: describe an organic reaction: reactants, conditions, products, and yield The reactants are C(CCO)O (1,3-Propanediol), O (water), [H-].[Na+] (Sodium hydride), ClCC=1N=C(OC1)C1=CC=CC=C1 (4-Chloromethyl-2-phenyl-oxazole). The solvent is CN1CCCN(C1=O)C (DMPU), C1CCOC1 (THF). Conditions: temperature 0 celsius, time 10 minute. Yields the product C1(=CC=CC=C1)C=1OC=C(N1)COCCCO (3-(2-Phenyl-oxazol-4-ylmethoxy)-propan-1-ol). Reaction SMILES: [CH2:1]([OH:5])[CH2:2][CH2:3][OH:4].[H-].[Na+].Cl[CH2:9][C:10]1[N:11]=[C:12]([C:15]2[CH:20]=[CH:19][CH:18]=[CH:17][CH:16]=2)[O:13][CH:14]=1.O>CN1C(=O)N(C)CCC1.C1COCC1>[C:15]1([C:12]2[O:13][CH:14]=[C:10]([CH2:9][O:4][CH2:3][CH2:2][CH2:1][OH:5])[N:11]=2)[CH:20]=[CH:19][CH:18]=[CH:17][CH:16]=1 |f:1.2|. Procedure details: 1,3-Propanediol (3.6 mL, 50 mmol) is dissolved in 10% DMPU in THF and cooled to 0° C. Sodium hydride is added portionwise (60%, 400 mg, 10 mmol). The contents are stirred for 10 min at 0° C., warmed to r.t. and stirred for another 10 min. 4-Chloromethyl-2-phenyl-oxazole (2.0 g, 10 mmol, EXAMPLE 21) is added, and the contents heated to 60° C. for 4 days. The reaction is cooled to r.t., poured into water (200 mL) and extracted with ethyl acetate (2×200 mL). The organic fractions were pooled and wa... The reactants are CN(C)\C=N\C(=O)C=1C=C2OCCN3C=C(N=C3C2=CC1)C1=NC(=NN1C(C)C)C (N-[(1E)-(dimethylamino)methylidene]-4-[3-methyl-1-(propan-2-yl)-1H-1,2,4-triazol-5-yl]-9-oxa-3,6-diazatricyclo[8.4.0.02,6]tetradeca1(14),2,4,10,12-pentaene-12-carboxamide), Cl.N(N)C1CCN(CC1)C (4-hydrazinyl-1-methylpiperidine hydrochloride). Solvent: C(C)(=O)O (acetic acid). Reaction conditions: temperature 100 celsius. Yields the product C(C)(C)N1N=C(N=C1C=1N=C2N(CCOC3=C2C=CC(=C3)C3=NC=NN3C3CCN(CC3)C)C1)C (2-(1-isopropyl-3-methyl-1H-1,2,4-triazol-5-yl)-9-(1-(1-methylpiperidin-4-yl)-1H-1,2,4-triazol-5-yl)-5,6-dihydrobenzo[f]imidazo[1,2-d][1,4]oxazepine). Isolated yield 34.3%. Reaction SMILES: CN(/[CH:4]=[N:5]/[C:6]([C:8]1[CH:9]=[C:10]2[C:19](=[CH:20][CH:21]=1)[C:18]1[N:14]([CH:15]=[C:16]([C:22]3[N:26]([CH:27]([CH3:29])[CH3:28])[N:25]=[C:24]([CH3:30])[N:23]=3)[N:17]=1)[CH2:13][CH2:12][O:11]2)=O)C.Cl.[NH:32]([CH:34]1[CH2:39][CH2:38][N:37]([CH3:40])[CH2:36][CH2:35]1)[NH2:33]>C(O)(=O)C>[CH:27]([N:26]1[C:22]([C:16]2[N:17]=[C:18]3[C:19]4[CH:20]=[CH:21][C:8]([C:6]5[N:32]([CH:34]6[CH2:39][CH2:38][N:37]([CH3:40])[CH2:36][CH2:35]6)[N:33]=[CH:4][N:5]=5)=[CH:9][C:10]=4[O:11][CH2:12][CH2:13][N:14]3[CH:15]=2)=[N:23][C:24]([CH3:30])=[N:25]1)([CH3:28])[CH3:29] |f:1.2|. Procedure details: A mixture of N-[(1E)-(dimethylamino)methylidene]-4-[3-methyl-1-(propan-2-yl)-1H-1,2,4-triazol-5-yl]-9-oxa-3,6-diazatricyclo[8.4.0.02,6]tetradeca1(14),2,4,10,12-pentaene-12-carboxamide (100 mg, 0.246 mmol) and 4-hydrazinyl-1-methylpiperidine hydrochloride (81 mg, 0.49 mmol) in acetic acid (10 mL) was heated at 100° C. for 1 h. The solvent was removed under reduce pressure, and the residue was purified by prep-HPLC (Gilson GX 281, Shim-pack PRC-ODS 250 mm×20 mm×2, gradient: CH3CN/10 mm/L NH4HCO3, ... Procedure: A solution of 17β-N-t-butylcarbamoyl-6-azaandrost-4-en-3-one (373 mg. 1.00 mmol), in dimethylformamide is treated with sodium hydride (50 mg, 60%, 1.25 mmol) at 0° C. for 30 minutes before the addition of 1,4-dibromobutane (0.179 mL, 1.5 mmol). After 30 minutes further the reaction is poured into ice water and extracted with methylene chloride (3×10 mL), dried over Na2SO4, concentrated and filtered through a plug of silica with 1:1 methylene chloride/acetonitrile followed by 10% methanol/methyle... RXN SMILES: [C:1]([NH:5][C:6]([C@H:8]1[CH2:13][CH2:12][C@H:11]2[C@H:14]3[C@H:24]([CH2:25][CH2:26][C@:9]12[CH3:10])[C@:22]1([CH3:23])[C:17](=[CH:18][C:19](=[O:27])[CH2:20][CH2:21]1)[NH:16][CH2:15]3)=[O:7])([CH3:4])([CH3:3])[CH3:2].[H-].[Na+].[Br:30][CH2:31][CH2:32][CH2:33][CH2:34]Br>CN(C)C=O>[C:1]([NH:5][C:6]([C@H:8]1[CH2:13][CH2:12][C@H:11]2[C@H:14]3[C@H:24]([CH2:25][CH2:26][C@:9]12[CH3:10])[C@:22]1([CH3:23])[C:17](=[CH:18][C:19](=[O:27])[CH2:20][CH2:21]1)[N:16]([CH2:34][CH2:33][CH2:32][CH2:31][Br:30])[CH2:15]3)=[O:7])([CH3:2])([CH3:3])[CH3:4] |f:1.2|. The product is C(C)(C)(C)NC(=O)[C@@H]1[C@]2(C)[C@@H](CC1)[C@@H]1CN(C3=CC(CC[C@]3(C)[C@H]1CC2)=O)CCCCBr (17β-N-t-butylcarbamoyl-6-(4-bromobutyl)-6-azaandrost-4-en-3-one). Solvent: CN(C=O)C (dimethylformamide). The reactants are C(C)(C)(C)NC(=O)[C@@H]1[C@]2(C)[C@@H](CC1)[C@@H]1CNC3=CC(CC[C@]3(C)[C@H]1CC2)=O (17β-N-t-butylcarbamoyl-6-azaandrost-4-en-3-one), [H-].[Na+] (sodium hydride), BrCCCCBr (1,4-dibromobutane), ice water. Starting materials: CCc1cnc(N2CCC(n3ncc(CO)c3C(F)(F)F)CC2)nc1, ClCCl, O=S(Cl)Cl. Yields the product CCc1cnc(N2CCC(n3ncc(CCl)c3C(F)(F)F)CC2)nc1. RXN SMILES: [CH2:1]([CH3:2])[c:3]1[cH:4][n:5][c:6]([N:9]2[CH2:10][CH2:11][CH:12]([n:15]3[n:16][cH:17][c:18]([CH2:24][OH:25])[c:19]3[C:20]([F:21])([F:22])[F:23])[CH2:13][CH2:14]2)[n:7][cH:8]1.[Cl:30][CH2:31][Cl:32].[S:26]([Cl:27])([Cl:28])=[O:29]>>[CH2:1]([CH3:2])[c:3]1[cH:4][n:5][c:6]([N:9]2[CH2:10][CH2:11][CH:12]([n:15]3[n:16][cH:17][c:18]([CH2:24][Cl:28])[c:19]3[C:20]([F:21])([F:22])[F:23])[CH2:13][CH2:14]2)[n:7][cH:8]1.